This data is from the Open Reaction Database (ORD), a public repository of structured organic reaction records. The task is: describe an organic reaction: reactants, conditions, products, and yield The reactants are CC1=C(C=C(C=C1)S(=O)(=O)Cl)C(F)(F)F (4-methyl-3-trifluoromethyl-benzenesulfonyl chloride), NC=1C(=NC=C(C1)C)C#N (3-amino-5-methyl-pyridine-2-carbonitrile), white solid. Solvent: N1=CC=CC=C1 (pyridine). Yields the product C(#N)C1=NC=C(C=C1NS(=O)(=O)C1=CC(=C(C=C1)C)C(F)(F)F)C (N-(2-Cyano-5-methyl-pyridin-3-yl)-4-methyl-3-trifluoromethyl-benzenesulfonamide). As a reaction SMILES: [CH3:1][C:2]1[CH:7]=[CH:6][C:5]([S:8](Cl)(=[O:10])=[O:9])=[CH:4][C:3]=1[C:12]([F:15])([F:14])[F:13].[NH2:16][C:17]1[C:18]([C:24]#[N:25])=[N:19][CH:20]=[C:21]([CH3:23])[CH:22]=1>N1C=CC=CC=1>[C:24]([C:18]1[C:17]([NH:16][S:8]([C:5]2[CH:6]=[CH:7][C:2]([CH3:1])=[C:3]([C:12]([F:15])([F:14])[F:13])[CH:4]=2)(=[O:10])=[O:9])=[CH:22][C:21]([CH3:23])=[CH:20][N:19]=1)#[N:25]. Reported procedure: Prepared from 2.92 g (11.3 mmol) of 4-methyl-3-trifluoromethyl-benzenesulfonyl chloride and 1.25 g (9.41 mmol) of 3-amino-5-methyl-pyridine-2-carbonitrile in 4 mL pyridine using procedure x. Yield: 1.13 g of a white solid. LC-MSD, m/z for C15H12F3N3O2S [M+H]+=356.0 The reactants are CC(=O)OC12CC3CC(C1)CC(C(=O)O)(C3)C2, C1=C(C2=NNCCCCCCCC2)CCCCCCCCC1, CNC, CN(C)C=O. The product is CC(=O)OC12CC3CC(C1)CC(C(=O)N(C)C)(C3)C2. As a reaction SMILES: [C:26]([CH3:27])(=[O:28])[O:29][C:30]12[CH2:31][C:32]3([C:40](=[O:41])[OH:42])[CH2:33][CH:34]([CH2:35][CH:36]([CH2:37]1)[CH2:38]3)[CH2:39]2.[C:4]1([C:5]2=[CH:15][CH2:14][CH2:13][CH2:12][CH2:11][CH2:10][CH2:9][CH2:8][CH2:7][CH2:6]2)=[N:25][NH:24][CH2:23][CH2:22][CH2:21][CH2:20][CH2:19][CH2:18][CH2:17][CH2:16]1.[CH3:1][NH:2][CH3:3].[O:43]=[CH:44][N:45]([CH3:46])[CH3:47]>>[CH3:1][N:2]([CH3:3])[C:40]([C:32]12[CH2:31][C:30]3([O:29][C:26]([CH3:27])=[O:28])[CH2:37][CH:36]([CH2:35][CH:34]([CH2:33]1)[CH2:39]3)[CH2:38]2)=[O:42]. Starting materials: CC1=CC=C(C=C1)S(=O)(=O)OC1=CC(=C(C=C1)Br)OCOC (4-bromo-3-(methoxymethoxy)phenyl 4-methylbenzenesulfonate), C1CCOC1.C1(=CC=CC=C1)C (THF toluene), B(OC(C)C)(OC(C)C)OC(C)C (triisopropyl borate), [Li]CCCC (n-BuLi). Solvent: CCOC(=O)C (EtOAc). Reaction conditions: temperature -78 celsius, time 2 hour. Product: COCOC1=C(C=CC(=C1)OS(=O)(=O)C1=CC=C(C=C1)C)B(O)O ((2-(methoxymethoxy)-4-{[(4-methylphenyl)sulfonyl]oxy}phenyl)boronic acid). The yield is 43.0%. As a reaction SMILES: [CH3:1][C:2]1[CH:7]=[CH:6][C:5]([S:8]([O:11][C:12]2[CH:17]=[CH:16][C:15](Br)=[C:14]([O:19][CH2:20][O:21][CH3:22])[CH:13]=2)(=[O:10])=[O:9])=[CH:4][CH:3]=1.C1COCC1.C1(C)C=CC=CC=1.[B:35](OC(C)C)([O:40]C(C)C)[O:36]C(C)C.[Li]CCCC>CCOC(C)=O>[CH3:22][O:21][CH2:20][O:19][C:14]1[CH:13]=[C:12]([O:11][S:8]([C:5]2[CH:6]=[CH:7][C:2]([CH3:1])=[CH:3][CH:4]=2)(=[O:10])=[O:9])[CH:17]=[CH:16][C:15]=1[B:35]([OH:40])[OH:36] |f:1.2|. Procedure details: To a solution (0.30 M) of 4-bromo-3-(methoxymethoxy)phenyl 4-methylbenzenesulfonate in a mixture (1:3) of THF/toluene, triisopropyl borate was added and then the mixture cooled to −78° C. To the cold solution, n-BuLi (2.5 M in hexane; 1.5 eq) was added via syringe pump over 1.5 h. The mixture was stirred at −78° C. for a further 2 h and then left to warm to RT overnight. The mixture was diluted with EtOAc and washed with 1 N HCl, extracting the aqueous fraction a further two times with EtOAc. Th... Product: C(C1=CC=CC=C1)N(CCCCC1=CC=C(C=C1)NS(=O)(=O)C)CCC1=C(NC2=CC=C(C=C12)NC(=O)N(C)C)C1=CC(=CC(=C1)C)C (N-{4-[4-(benzyl-{2-[2-(3,5-dimethylphenyl)-5-(3,3-dimethylureido)-1H-indol-3-yl]ethyl}amino)butyl]phenyl}methanesulfonamide). RXN SMILES: [NH2:1][C:2]1[CH:3]=[C:4]2[C:8](=[CH:9][CH:10]=1)[NH:7][C:6]([C:11]1[CH:16]=[C:15]([CH3:17])[CH:14]=[C:13]([CH3:18])[CH:12]=1)=[C:5]2[CH2:19][CH2:20][N:21]([CH2:37][C:38]1[CH:43]=[CH:42][CH:41]=[CH:40][CH:39]=1)[CH2:22][CH2:23][CH2:24][CH2:25][C:26]1[CH:31]=[CH:30][C:29]([NH:32][S:33]([CH3:36])(=[O:35])=[O:34])=[CH:28][CH:27]=1.[CH3:44][N:45]([CH3:49])[C:46](Cl)=[O:47].C(N(C(C)C)CC)(C)C>C(Cl)Cl>[CH2:37]([N:21]([CH2:20][CH2:19][C:5]1[C:4]2[C:8](=[CH:9][CH:10]=[C:2]([NH:1][C:46]([N:45]([CH3:49])[CH3:44])=[O:47])[CH:3]=2)[NH:7][C:6]=1[C:11]1[CH:16]=[C:15]([CH3:17])[CH:14]=[C:13]([CH3:18])[CH:12]=1)[CH2:22][CH2:23][CH2:24][CH2:25][C:26]1[CH:31]=[CH:30][C:29]([NH:32][S:33]([CH3:36])(=[O:35])=[O:34])=[CH:28][CH:27]=1)[C:38]1[CH:39]=[CH:40][CH:41]=[CH:42][CH:43]=1. The reactants are NC=1C=C2C(=C(NC2=CC1)C1=CC(=CC(=C1)C)C)CCN(CCCCC1=CC=C(C=C1)NS(=O)(=O)C)CC1=CC=CC=C1 (N-{4-[4-({2-[5-amino-2-(3,5-dimethylphenyl)-1H-indol-3-yl]ethyl}benzylamino)butyl]phenyl}methanesulfonamide), CN(C(=O)Cl)C (dimethylcarbamyl chloride), C(C)(C)N(CC)C(C)C (diisopropylethylamine). Solvent: C(Cl)Cl (methylene chloride), C(Cl)Cl (methylene chloride). Reported procedure: To a stirred solution of N-{4-[4-({2-[5-amino-2-(3,5-dimethylphenyl)-1H-indol-3-yl]ethyl}benzylamino)butyl]phenyl}methanesulfonamide (15 mg in 1.5 mL of dry methylene chloride) at 0° C. was added dimethylcarbamyl chloride (0.03 mL of a 10% v/v solution in methylene chloride) and diisopropylethylamine (0.053 mL of a 10% v/v solution in methylene chloride) and the mixture warmed to room temperature. After 3 days the reaction was concentrated in vacuo and purified by flash chromatography on silica ...